This data is from the Open Reaction Database (ORD), a public repository of structured organic reaction records. The task is: describe an organic reaction: reactants, conditions, products, and yield Reactants: C(C)OC(C(C1=CC=C(C=C1)O)=O)=O (4-hydroxy-alpha-oxobenzeneacetic acid ethyl ester), [H-].[Na+] (sodium hydride), BrCCCOC1=C(C(=C(C=C1)C(C)=O)OC)CCC (1-[4-(3-bromopropoxy)-2-methoxy-3propylphenyl]ethanone). The solvent is CN(C=O)C (dimethylformamide), CN(C=O)C (dimethylformamide). Run at temperature 50 celsius, time 15 minute. Product: C(C)OC(C(C1=CC=C(C=C1)OCCCOC1=C(C(=C(C=C1)C(C)=O)OC)CCC)=O)=O (4-[3-[4-acetyl-3-methoxy-2-propylphenoxy)propoxy]-alpha-oxobenzeneacetic acid ethyl ester). Isolated yield 37.3%. RXN SMILES: [CH2:1]([O:3][C:4](=[O:14])[C:5](=[O:13])[C:6]1[CH:11]=[CH:10][C:9]([OH:12])=[CH:8][CH:7]=1)[CH3:2].[H-].[Na+].Br[CH2:18][CH2:19][CH2:20][O:21][C:22]1[CH:27]=[CH:26][C:25]([C:28](=[O:30])[CH3:29])=[C:24]([O:31][CH3:32])[C:23]=1[CH2:33][CH2:34][CH3:35]>CN(C)C=O>[CH2:1]([O:3][C:4](=[O:14])[C:5](=[O:13])[C:6]1[CH:11]=[CH:10][C:9]([O:12][CH2:18][CH2:19][CH2:20][O:21][C:22]2[CH:27]=[CH:26][C:25]([C:28](=[O:30])[CH3:29])=[C:24]([O:31][CH3:32])[C:23]=2[CH2:33][CH2:34][CH3:35])=[CH:8][CH:7]=1)[CH3:2] |f:1.2|. Reported procedure: A solution of 4-hydroxy-alpha-oxobenzeneacetic acid ethyl ester (0.471 g) in dimethylformamide (10 mL) was treated with 55% sodium hydride (0.117 g), stirred for 15 minutes and then a solution of with 1-[4-(3-bromopropoxy)-2-methoxy-3propylphenyl]ethanone (0.8 g) in dimethylformamide (5 mL) was added. The mixture was heated at 50° C. for 17 hours and worked up as in Example 20. The residual oil was purified by HPLC (ethyl acetate-hexane; 1:4), followed by flash chromatography over silica gel (et... The reactants are C(C(C)O)O (propylene glycol), C(CCCCCCCCCCCCCCCCC)OS(=O)(=O)C1=CC=C(C=C1)C (octadecyl-p-toluenesulfonate), CN(C)CCCN1C(CCC1)=O ([(dimethylamino)propyl]-2-pyrrolidone). Run at temperature 100 celsius, time 6 hour. Product: S(=O)(=O)([O-])C1=CC=C(C)C=C1.C(CCCCCCCCCCCCCCCCC)[N+](CCCN1C(CCC1)=O)(C)C (octadecyldimethyl [3-(2-pyrrolidonyl)propyl]ammonium tosylate). As a reaction SMILES: C(O)C(O)C.[CH2:6]([O:24][S:25]([C:28]1[CH:33]=[CH:32][C:31]([CH3:34])=[CH:30][CH:29]=1)(=[O:27])=[O:26])[CH2:7][CH2:8][CH2:9][CH2:10][CH2:11][CH2:12][CH2:13][CH2:14][CH2:15][CH2:16][CH2:17][CH2:18][CH2:19][CH2:20][CH2:21][CH2:22][CH3:23].[CH3:35][N:36]([CH2:38][CH2:39][CH2:40][N:41]1[CH2:45][CH2:44][CH2:43][C:42]1=[O:46])[CH3:37]>>[S:25]([C:28]1[CH:33]=[CH:32][C:31]([CH3:34])=[CH:30][CH:29]=1)([O-:27])(=[O:26])=[O:24].[CH2:6]([N+:36]([CH3:35])([CH3:37])[CH2:38][CH2:39][CH2:40][N:41]1[CH2:45][CH2:44][CH2:43][C:42]1=[O:46])[CH2:7][CH2:8][CH2:9][CH2:10][CH2:11][CH2:12][CH2:13][CH2:14][CH2:15][CH2:16][CH2:17][CH2:18][CH2:19][CH2:20][CH2:21][CH2:22][CH3:23] |f:3.4|. Procedure details: To a 100 ml round bottom flask equipped with a thermometer and stirrer containing 167 g. of propylene glycol was added 50.7 g. of octadecyl-p-toluenesulfonate and 20.9 g. of [(dimethylamino)propyl]-2-pyrrolidone. The mixture was heated to 100° C. and stirred at that temperature for 6 hours after which it was cooled and recovered. Analysis by quaternary tetraphenyl boron indicated 22% activity corresponding to a 74% conversion. Reactants: CN(C(=O)C1(CCNCC1)C1=CC=CC=C1)C (4-(N,N-dimethylaminocarbonyl)-4-phenyl-piperidine), Cl.C(C)(=O)N(C)C1(CCN(CC1)CCCC1(CN(CCCC1)C(C1=CC=CC=C1)=O)C1=CC(=C(C=C1)Cl)Cl)C1=CC=CC=C1 (3-[3-[4-(Acetyl-N-methylamino)-4-phenylpiperid-1-yl]propyl]-1-benzoyl-3-(3,4-dichlorophenyl)perhydroazepine Hydrochloride), C(=O)([O-])[O-].[K+].[K+] (K2CO3). Run in CN(C)C=O.C(C)#N (DMF acetonitrile). Yields the product O.Cl.C(C1=CC=CC=C1)(=O)N1CC(CCCC1)(CCCN1CCC(CC1)(C1=CC=CC=C1)C(=O)N(C)C)C1=CC(=C(C=C1)Cl)Cl.C(C1=CC=CC=C1)(=O)N1CC(CCCC1)(C1=CC(=C(C=C1)Cl)Cl)CCCN1CCC(CC1)(C(=O)N(C)C)C1=CC=CC=C1.Cl (1-Benzoyl-3-(3,4-dichlorophenyl)-3-[3-[4-(N,N-dimethylaminocarbonyl)-4-phenylpiperid-1-yl]propyl]perhydroazepine Hydrochloride Hemihydrate). Yield: 80.2%. Reaction SMILES: [CH3:1][N:2]([CH3:17])[C:3]([C:5]1([C:11]2[CH:16]=[CH:15][CH:14]=[CH:13][CH:12]=2)[CH2:10][CH2:9][NH:8][CH2:7][CH2:6]1)=[O:4].[ClH:18].C(N([C:24]1([C:56]2[CH:61]=[CH:60][CH:59]=[CH:58][CH:57]=2)[CH2:29][CH2:28][N:27]([CH2:30][CH2:31][CH2:32][C:33]2([C:48]3[CH:53]=[CH:52][C:51]([Cl:54])=[C:50]([Cl:55])[CH:49]=3)[CH2:39][CH2:38][CH2:37][CH2:36][N:35]([C:40](=[O:47])[C:41]3[CH:46]=[CH:45][CH:44]=[CH:43][CH:42]=3)[CH2:34]2)[CH2:26][CH2:25]1)C)(=O)C.C([O-])([O-])=O.[K+].[K+]>CN(C=O)C.C(#N)C>[OH2:4].[ClH:54].[C:40]([N:35]1[CH2:36][CH2:37][CH2:38][CH2:39][C:33]([C:48]2[CH:53]=[CH:52][C:51]([Cl:54])=[C:50]([Cl:55])[CH:49]=2)([CH2:32][CH2:31][CH2:30][N:8]2[CH2:7][CH2:6][C:5]([C:3]([N:2]([CH3:17])[CH3:1])=[O:4])([C:11]3[CH:16]=[CH:15][CH:14]=[CH:13][CH:12]=3)[CH2:10][CH2:9]2)[CH2:34]1)(=[O:47])[C:41]1[CH:42]=[CH:43][CH:44]=[CH:45][CH:46]=1.[C:40]([N:35]1[CH2:36][CH2:37][CH2:38][CH2:39][C:33]([CH2:32][CH2:31][CH2:30][N:27]2[CH2:28][CH2:29][C:24]([C:56]3[CH:61]=[CH:60][CH:59]=[CH:58][CH:57]=3)([C:3]([N:2]([CH3:17])[CH3:1])=[O:4])[CH2:25][CH2:26]2)([C:48]2[CH:53]=[CH:52][C:51]([Cl:54])=[C:50]([Cl:55])[CH:49]=2)[CH2:34]1)(=[O:47])[C:41]1[CH:46]=[CH:45][CH:44]=[CH:43][CH:42]=1.[ClH:18] |f:1.2,3.4.5,6.7,8.9.10.11.12|. Procedure details: This compound is prepared by the procedure described in step D of EXAMPLE 13, starting from 0.69 g of 4-(N,N-dimethylaminocarbonyl)-4-phenyl-piperidine, 1.2 g of the compound obtained in step C of EXAMPLE 13 and 1.2 g of K2CO3 in 20 ml of a DMF/acetonitrile mixture (50/50; v/v). This gives 0.65 g of the expected product, m.p.=150° C. Reaction conditions: time 20 hour. Reported procedure: Phosphorus oxychloride (27.6 g) was added dropwise to N,N-dimethylformamide (16.6 ml) for 20 minutes under ice-cooling, 2-(2-phenylpyrazolo[1,5-a]pyridin-3-yl)acetic acid (9.08 g) was added to the solution thus obtained and the reaction mixture was stirred at 90°-100° C. for 20 hours. After cooling, the reaction mixture was poured onto ice (20 g). The mixture was made alkaline with 24% aqueous solution of sodium hydroxide (pH≈9) and stirred at 90° C. for 1 hour and 20 minutes. After cooling, the... Yields the product CN(C)C=C(C=O)C=1C(=NN2C1C=CC=C2)C2=CC=CC=C2 (3-(N,N-dimethylamino)-2-(2-phenylpyrazolo[1,5-a]pyridine-3-yl)acrylaldehyde). Reaction SMILES: P(Cl)(Cl)(Cl)=O.[C:6]1([C:12]2[C:20]([CH2:21][C:22]([OH:24])=O)=[C:15]3[CH:16]=[CH:17][CH:18]=[CH:19][N:14]3[N:13]=2)[CH:11]=[CH:10][CH:9]=[CH:8][CH:7]=1.[OH-].[Na+].[CH3:27][N:28]([CH3:31])[CH:29]=O>>[CH3:27][N:28]([CH:31]=[C:21]([C:20]1[C:12]([C:6]2[CH:7]=[CH:8][CH:9]=[CH:10][CH:11]=2)=[N:13][N:14]2[CH:19]=[CH:18][CH:17]=[CH:16][C:15]=12)[CH:22]=[O:24])[CH3:29] |f:2.3|. Reactants: [OH-].[Na+] (sodium hydroxide), P(=O)(Cl)(Cl)Cl (Phosphorus oxychloride), CN(C=O)C (N,N-dimethylformamide), aqueous solution, C1(=CC=CC=C1)C1=NN2C(C=CC=C2)=C1CC(=O)O (2-(2-phenylpyrazolo[1,5-a]pyridin-3-yl)acetic acid). Starting materials: ClC1=NC=NC2=CC(=C(C=C12)OC)OC (4-chloro-6,7-dimethoxyquinazoline), CC1=C(N)C=C(C=C1)[N+](=O)[O-] (2-methyl-5-nitroaniline). Yields the product Cl.CC1=C(NC2=NC=NC3=CC(=C(C=C23)OC)OC)C=C(C=C1)[N+](=O)[O-] (4-(2-methyl-5-nitroanilino)-6,7-dimethoxyquinazoline hydrochloride). As a reaction SMILES: [Cl:1][C:2]1[C:11]2[C:6](=[CH:7][C:8]([O:14][CH3:15])=[C:9]([O:12][CH3:13])[CH:10]=2)[N:5]=[CH:4][N:3]=1.[CH3:16][C:17]1[CH:23]=[CH:22][C:21]([N+:24]([O-:26])=[O:25])=[CH:20][C:18]=1[NH2:19]>>[ClH:1].[CH3:16][C:17]1[CH:23]=[CH:22][C:21]([N+:24]([O-:26])=[O:25])=[CH:20][C:18]=1[NH:19][C:2]1[C:11]2[C:6](=[CH:7][C:8]([O:14][CH3:15])=[C:9]([O:12][CH3:13])[CH:10]=2)[N:5]=[CH:4][N:3]=1 |f:2.3|. Procedure: Using analogous procedures to those described in the portion of Example 2 which is concerned with the preparation of starting materials, 4-chloro-6,7-dimethoxyquinazoline was reacted with 2-methyl-5-nitroaniline to give 4-(2-methyl-5-nitroanilino)-6,7-dimethoxyquinazoline hydrochloride; Mass: M+H+ 341 and that material was reduced during 5 hours to give 4-(5-amino-2-methylanilino)-6,7-dimethoxyquinazoline; Mass: M+H+ 311.